From a dataset of the Open Reaction Database (ORD), a public repository of structured organic reaction records. describe an organic reaction: reactants, conditions, products, and yield Reactants: CCOC(=O)c1ccc2cc(O)ccc2n1, C1CCOC1, Cc1ccccc1, CC(C)N1CCC(O)CC1. The product is CCOC(=O)c1ccc2cc(OC3CCN(C(C)C)CC3)ccc2n1. As a reaction SMILES: [CH2:1]([CH3:2])[O:3][C:4](=[O:5])[c:6]1[n:7][c:8]2[cH:9][cH:10][c:11]([OH:16])[cH:12][c:13]2[cH:14][cH:15]1.[CH2:34]1[O:35][CH2:36][CH2:37][CH2:38]1.[CH3:27][c:28]1[cH:29][cH:30][cH:31][cH:32][cH:33]1.[CH:17]([CH3:18])([CH3:19])[N:20]1[CH2:21][CH2:22][CH:23]([OH:26])[CH2:24][CH2:25]1>>[CH2:1]([CH3:2])[O:3][C:4](=[O:5])[c:6]1[n:7][c:8]2[cH:9][cH:10][c:11]([O:16][CH:23]3[CH2:22][CH2:21][N:20]([CH:17]([CH3:18])[CH3:19])[CH2:25][CH2:24]3)[cH:12][c:13]2[cH:14][cH:15]1. Reactants: C(C)N1CCOCC1 (N-ethylmorpholine), C1(CCCCC1)N=C=NC1CCCCC1 (dicyclohexylcarbodiimide), N[C@@H](CC1=CC=C(C=C1)OC(C)(C)C)C(=O)OC(C)(C)C (H-Tyr(But)-OBut), N([C@@H](C(C)C)C(=O)O)C(=O)OCC1=CC=CC=C1 (Z-Val-OH), ON1N=NC2=C1C=CC=C2 (1-hydroxybenzotriazole). The solvent is CN(C=O)C (dimethylformamide). Reaction conditions: temperature 0 celsius, time 1 hour. Yields the product N([C@@H](C(C)C)C(=O)N[C@@H](CC1=CC=C(C=C1)OC(C)(C)C)C(=O)OC(C)(C)C)C(=O)OCC1=CC=CC=C1 (Z-Val-Tyr(But)-OBut). As a reaction SMILES: C(N1CCOCC1)C.C1(N=C=NC2CCCCC2)CCCCC1.[NH2:24][C@H:25]([C:38]([O:40][C:41]([CH3:44])([CH3:43])[CH3:42])=[O:39])[CH2:26][C:27]1[CH:32]=[CH:31][C:30]([O:33][C:34]([CH3:37])([CH3:36])[CH3:35])=[CH:29][CH:28]=1.[NH:45]([C:53]([O:55][CH2:56][C:57]1[CH:62]=[CH:61][CH:60]=[CH:59][CH:58]=1)=[O:54])[C@H:46]([C:50](O)=[O:51])[CH:47]([CH3:49])[CH3:48].ON1C2C=CC=CC=2N=N1>CN(C)C=O>[NH:45]([C:53]([O:55][CH2:56][C:57]1[CH:62]=[CH:61][CH:60]=[CH:59][CH:58]=1)=[O:54])[C@H:46]([C:50]([NH:24][C@H:25]([C:38]([O:40][C:41]([CH3:44])([CH3:43])[CH3:42])=[O:39])[CH2:26][C:27]1[CH:28]=[CH:29][C:30]([O:33][C:34]([CH3:37])([CH3:35])[CH3:36])=[CH:31][CH:32]=1)=[O:51])[CH:47]([CH3:49])[CH3:48]. Procedure details: 13 ml (approx. 0.1 mole) of N-ethylmorpholine and 22 g (107 mmoles) of dicyclohexylcarbodiimide are added at 0° C. to a solution in 150 ml of dimethylformamide of 33 g (0.1 mole) of H-Tyr(But)-OBut, 25.1 g (0.1 mole) of Z-Val-OH and 13.5 g of 1-hydroxybenzotriazole. The mixture is stirred for one hour at 0° C. and allowed to stand overnight at room temperature. The precipitate is filtered off and the filtrate is concentrated. The residue is partitioned between 300 ml of ethyl acetate and 300 ml ...